From a dataset of the Open Reaction Database (ORD), a public repository of structured organic reaction records. describe an organic reaction: reactants, conditions, products, and yield Reactants: BrBr (bromine), ClC1=CC=C(C=C1)C=1NC(=CC1S(=O)(=O)C(F)(F)F)SC(F)(F)F (2-(p-chlorophenyl)-3-[(trifluoromethyl)sulfonyl]-5-[(trifluoromethyl)thio]pyrrole). The reagents and catalysts are BrBr (bromine). Run in C(Cl)Cl (methylene chloride), C(Cl)(Cl)Cl (chloroform), C(Cl)(Cl)Cl (chloroform). Run at time 2 hour. Yields the product ethyl acetate hexanes, BrC1=C(NC(=C1S(=O)(=O)C(F)(F)F)C1=CC=C(C=C1)Cl)SC(F)(F)F (3-Bromo-5-(p-chlorophenyl)-4-[(trifluoromethyl)sulfonyl]-2-[(trifluoromethyl)thio]pyrrole). The yield is 41.9%. RXN SMILES: [Cl:1][C:2]1[CH:7]=[CH:6][C:5]([C:8]2[NH:9][C:10]([S:20][C:21]([F:24])([F:23])[F:22])=[CH:11][C:12]=2[S:13]([C:16]([F:19])([F:18])[F:17])(=[O:15])=[O:14])=[CH:4][CH:3]=1.[Br:25]Br>C(Cl)(Cl)Cl.BrBr.C(Cl)Cl>[Br:25][C:11]1[C:12]([S:13]([C:16]([F:17])([F:19])[F:18])(=[O:15])=[O:14])=[C:8]([C:5]2[CH:6]=[CH:7][C:2]([Cl:1])=[CH:3][CH:4]=2)[NH:9][C:10]=1[S:20][C:21]([F:24])([F:22])[F:23]. Procedure details: A solution of 2-(p-chlorophenyl)-3-[(trifluoromethyl)sulfonyl]-5-[(trifluoromethyl)thio]pyrrole (0.5 g, 0.00122 mol) in chloroform (10 mL) is cooled with an ice bath, treated with a solution of bromine (0.21 g, 0.00134 mol) in chloroform (5 mL), stirred for two hours, warmed to room temperature, treated with two drops of additional bromine and stirred for one hour. The reaction mixture is diluted with methylene chloride, washed with water, saturated sodium hydrogen carbonate solution, saturated ... The reactants are CCOC(=O)c1ccc2nc(Br)sc2c1, COCCOC, OB(O)c1ccc(C(F)(F)F)cc1, [Na+], [Na+], [Na+], O=C([O-])[O-], [OH-], c1ccc(P(c2ccccc2)(c2ccccc2)[Pd](P(c2ccccc2)(c2ccccc2)c2ccccc2)(P(c2ccccc2)(c2ccccc2)c2ccccc2)P(c2ccccc2)(c2ccccc2)c2ccccc2)cc1. The product is CCOC(=O)c1ccc2nc(-c3ccc(C(F)(F)F)cc3)sc2c1. Reaction SMILES: [Br:1][c:2]1[s:3][c:4]2[c:5]([n:6]1)[cH:7][cH:8][c:9]([C:11](=[O:12])[O:13][CH2:14][CH3:15])[cH:10]2.[CH3:35][O:36][CH2:37][CH2:38][O:39][CH3:40].[F:16][C:17]([c:18]1[cH:19][cH:20][c:21]([B:24]([OH:25])[OH:26])[cH:22][cH:23]1)([F:27])[F:28].[Na+:29].[Na+:30].[Na+:42].[O-:31][C:32](=[O:33])[O-:34].[OH-:41].[cH:43]1[cH:44][cH:45][c:46]([P:47]([Pd:48]([P:49]([c:50]2[cH:51][cH:52][cH:53][cH:54][cH:55]2)([c:56]2[cH:57][cH:58][cH:59][cH:60][cH:61]2)[c:62]2[cH:63][cH:64][cH:65][cH:66][cH:67]2)([P:68]([c:69]2[cH:70][cH:71][cH:72][cH:73][cH:74]2)([c:75]2[cH:76][cH:77][cH:78][cH:79][cH:80]2)[c:81]2[cH:82][cH:83][cH:84][cH:85][cH:86]2)[P:87]([c:88]2[cH:89][cH:90][cH:91][cH:92][cH:93]2)([c:94]2[cH:95][cH:96][cH:97][cH:98][cH:99]2)[c:100]2[cH:101][cH:102][cH:103][cH:104][cH:105]2)([c:106]2[cH:107][cH:108][cH:109][cH:110][cH:111]2)[c:112]2[cH:113][cH:114][cH:115][cH:116][cH:117]2)[cH:118][cH:119]1>>[c:2]1(-[c:21]2[cH:20][cH:19][c:18]([C:17]([F:16])([F:27])[F:28])[cH:23][cH:22]2)[s:3][c:4]2[c:5]([n:6]1)[cH:7][cH:8][c:9]([C:11](=[O:12])[O:13][CH2:14][CH3:15])[cH:10]2. Reactants: BrC=1C=2N(C=C(C1)Cl)N=CN2 (8-Bromo-6-chloro-[1,2,4]triazolo[1,5-a]pyridine), O1CC(C1)N1CCN(CC1)C=1C=CC(=NC1)N (5-(4-(oxetan-3-yl)piperazin-1-yl)pyridin-2-amine), C([O-])([O-])=O.[Cs+].[Cs+] (cesium carbonate), CC1(C2=C(C(=CC=C2)P(C3=CC=CC=C3)C4=CC=CC=C4)OC5=C(C=CC=C51)P(C6=CC=CC=C6)C7=CC=CC=C7)C (Xantphos). Reported procedure: A 25-mL single-neck round-bottomed flask equipped with a magnetic stirrer and reflux condenser was charged with 1,4-dioxane (8 mL), 108c (250 mg, 1.07 mmol), 5-(4-(oxetan-3-yl)piperazin-1-yl)pyridin-2-amine (252 mg, 1 mmol), and cesium carbonate (700 mg, 2 mmol). Xantphos (30 mg, 0.08 mmol) and Pd2(dba)3 (55 mg, 0.08 mmol) were added, and the reaction mixture was heated at 105° C. for 3 h. After this time the reaction was cooled to room temperature and filtered. The filtrate was concentrated und... Run in O1CCOCC1 (1,4-dioxane). Yield: 64.8%. Reagents/catalysts: C=1C=CC(=CC1)/C=C/C(=O)/C=C/C2=CC=CC=C2.C=1C=CC(=CC1)/C=C/C(=O)/C=C/C2=CC=CC=C2.C=1C=CC(=CC1)/C=C/C(=O)/C=C/C2=CC=CC=C2.[Pd].[Pd] (Pd2(dba)3). As a reaction SMILES: Br[C:2]1[C:3]2[N:4]([N:9]=[CH:10][N:11]=2)[CH:5]=[C:6]([Cl:8])[CH:7]=1.[O:12]1[CH2:15][CH:14]([N:16]2[CH2:21][CH2:20][N:19]([C:22]3[CH:23]=[CH:24][C:25]([NH2:28])=[N:26][CH:27]=3)[CH2:18][CH2:17]2)[CH2:13]1.C(=O)([O-])[O-].[Cs+].[Cs+].CC1(C)C2C(=C(P(C3C=CC=CC=3)C3C=CC=CC=3)C=CC=2)OC2C(P(C3C=CC=CC=3)C3C=CC=CC=3)=CC=CC1=2>C1C=CC(/C=C/C(/C=C/C2C=CC=CC=2)=O)=CC=1.C1C=CC(/C=C/C(/C=C/C2C=CC=CC=2)=O)=CC=1.C1C=CC(/C=C/C(/C=C/C2C=CC=CC=2)=O)=CC=1.[Pd].[Pd].O1CCOCC1>[Cl:8][C:6]1[CH:7]=[C:2]([NH:28][C:25]2[CH:24]=[CH:23][C:22]([N:19]3[CH2:20][CH2:21][N:16]([CH:14]4[CH2:13][O:12][CH2:15]4)[CH2:17][CH2:18]3)=[CH:27][N:26]=2)[C:3]2[N:4]([N:9]=[CH:10][N:11]=2)[CH:5]=1 |f:2.3.4,6.7.8.9.10|. The product is ClC=1C=C(C=2N(C1)N=CN2)NC2=NC=C(C=C2)N2CCN(CC2)C2COC2 (6-Chloro-N-(5-(4-(oxetan-3-yl)piperazin-1-yl)pyridin-2-yl)-[1,2,4]-triazolo[1,5-a]pyridin-8-amine). Reaction conditions: temperature 105 celsius. The reactants are C(#N)CC1=CC(=CC(=C1)C)CC#N (1,3-biscyanomethyl-5-methylbenzene), Cl.NC1=C(C(=CC(=C1F)F)F)S (2-amino-3,4,6-trifluorothiophenol hydrochloride). The solvent is C(C)O (ethanol). Product: FC1=C(C=C(C2=C1N=C(S2)CC=2C=C(C=C(C2)C)CC#N)F)F (3-[(4,5,7-trifluorobenzothiazol-2-yl)methyl]-5-methylphenylacetonitrile). Isolated yield 32.9%. Reaction SMILES: [C:1]([CH2:3][C:4]1[CH:9]=[C:8]([CH3:10])[CH:7]=[C:6]([CH2:11][C:12]#[N:13])[CH:5]=1)#[N:2].Cl.N[C:16]1[C:21]([F:22])=[C:20]([F:23])[CH:19]=[C:18]([F:24])[C:17]=1[SH:25]>C(O)C>[F:22][C:21]1[C:16]2[N:13]=[C:12]([CH2:11][C:6]3[CH:5]=[C:4]([CH2:3][C:1]#[N:2])[CH:9]=[C:8]([CH3:10])[CH:7]=3)[S:25][C:17]=2[C:18]([F:24])=[CH:19][C:20]=1[F:23] |f:1.2|. Procedure: A solution of 1,3-biscyanomethyl-5-methylbenzene (2.89 g, 17 mmol) and 2-amino-3,4,6-trifluorothiophenol hydrochloride (3.66 g, 17 mmol) in absolute ethanol was heated at 170° C. for 15 hours under a nitrogen stream in an autoclave. After the reaction, evaporation of the solvent left a residue, which was purified on a silica gel column and recrystallized from ethyl acetate-hexane to obtain 3-[(4,5,7-trifluorobenzothiazol-2-yl)methyl]-5-methylphenylacetonitrile (1.86 g, 33%). Reactants: ClC1=C(C(=NC(=C1C)Cl)C)C (4.6-dichloro-2,3,5-trimethylpyridine), OS(=O)(=O)O (H2SO4). The reagents and catalysts are [Zn] (zinc). Run in C(C)O (ethanol). Yields the product CC1=NC=C(C=C1C)C (2,3,5-trimethylpyridine). RXN SMILES: Cl[C:2]1[C:7]([CH3:8])=[C:6](Cl)[N:5]=[C:4]([CH3:10])[C:3]=1[CH3:11].OS(O)(=O)=O>C(O)C.[Zn]>[CH3:10][C:4]1[C:3]([CH3:11])=[CH:2][C:7]([CH3:8])=[CH:6][N:5]=1. Reported procedure: 3,8 g (20 mmoles) of 4.6-dichloro-2,3,5-trimethylpyridine are dissolved in a small amount of ethanol and treated with 5 g of zinc powder. After addition of 10 ml of 2 N H2SO4, the mixture is refluxed for 1 hour. After cooling and filtering the solution is treated with NaOH to adjust a pH of 6. The precipitated zinc salts are removed by filtration and the filtrate is extracted three times with petrol ether. After drying and evaporation 2.0 g (83%) of 2,3,5-trimethylpyridine are obtained. Product: COc1cnc2cc([N+](=O)[O-])ccc2n1. RXN SMILES: [CH2:18]1[O:19][CH2:20][CH2:21][CH2:22]1.[CH3:15][O-:16].[Cl:1][c:2]1[n:3][c:4]2[cH:5][cH:6][c:7]([N+:12](=[O:13])[O-:14])[cH:8][c:9]2[n:10][cH:11]1.[Na+:17]>>[c:2]1([O:16][CH3:15])[n:3][c:4]2[cH:5][cH:6][c:7]([N+:12](=[O:13])[O-:14])[cH:8][c:9]2[n:10][cH:11]1. Reactants: C1CCOC1, C[O-], O=[N+]([O-])c1ccc2nc(Cl)cnc2c1, [Na+]. Starting materials: O=C([O-])[O-], CC(C)CBr, CC=CCC1Cc2ccc(O)cc2C1=O, CN(C)C=O, [K+], [K+], O. Product: CC=CCC1Cc2ccc(OCC(C)C)cc2C1=O. As a reaction SMILES: [C:21](=[O:22])([O-:23])[O-:24].[CH2:16]([CH:17]([CH3:18])[CH3:19])[Br:20].[CH2:1]([CH:2]=[CH:3][CH3:4])[CH:5]1[C:6](=[O:15])[c:7]2[cH:8][c:9]([OH:14])[cH:10][cH:11][c:12]2[CH2:13]1.[CH3:28][N:29]([CH3:30])[CH:31]=[O:32].[K+:25].[K+:26].[OH2:27]>>[CH2:1]([CH:2]=[CH:3][CH3:4])[CH:5]1[C:6](=[O:15])[c:7]2[cH:8][c:9]([O:14][CH2:16][CH:17]([CH3:18])[CH3:19])[cH:10][cH:11][c:12]2[CH2:13]1.